Dataset: the Open Reaction Database (ORD), a public repository of structured organic reaction records. Task: describe an organic reaction: reactants, conditions, products, and yield Reactants: O1CCN(CC1)CCC(C1=CC=CC=C1)NCC(O)C1=CC=CC=C1 (2-(3-Morpholino-1-phenylpropyl)amino-1-phenylethanol), O1CCN(CC1)CCC(C1=CC=CC=C1)NCC(O)C1=CC=CC=C1 (2-(3-Morpholino-1-phenylpropyl)amino-1-phenylethanol), CCOCC (ether), [OH-].[Na+] (NaOH), ClC(=O)OC(Cl)(Cl)Cl (trichloromethyl chloroformate). Solvent: C1(=CC=CC=C1)C (toluene), C(C)(=O)OCC (ethyl acetate). Yields the product O1CCN(CC1)CCC(C1=CC=CC=C1)N1C(OC(C1)C1=CC=CC=C1)=O (3-(3-Morpholino-1-phenylpropyl)-5-phenyl-1,3-oxazolidin-2-one). Isolated yield 16.5%. As a reaction SMILES: [O:1]1[CH2:6][CH2:5][N:4]([CH2:7][CH2:8][CH:9]([NH:16][CH2:17][CH:18]([C:20]2[CH:25]=[CH:24][CH:23]=[CH:22][CH:21]=2)[OH:19])[C:10]2[CH:15]=[CH:14][CH:13]=[CH:12][CH:11]=2)[CH2:3][CH2:2]1.C[CH2:27][O:28]CC.[OH-].[Na+].ClC(OC(Cl)(Cl)Cl)=O>C(OCC)(=O)C.C1(C)C=CC=CC=1>[O:1]1[CH2:2][CH2:3][N:4]([CH2:7][CH2:8][CH:9]([N:16]2[CH2:17][CH:18]([C:20]3[CH:25]=[CH:24][CH:23]=[CH:22][CH:21]=3)[O:19][C:27]2=[O:28])[C:10]2[CH:15]=[CH:14][CH:13]=[CH:12][CH:11]=2)[CH2:5][CH2:6]1 |f:2.3|. Reported procedure: 2-(3-Morpholino-1-phenylpropyl)amino-1-phenylethanol (2.2 g, 6.46 mmol) prepared in the above (1), ether (100 ml) and 10% NaOH (50 ml) were mixed and stirred. To the obtained mixture, 20% toluene solution of trichloromethyl chloroformate [14 ml (14 mmol)] was dropwise added slowly for a period of 1 hour. After stirring at room temperature for 1 hour, ethyl acetate (200 ml) was added to the resulting solution, and then the ethyl acetate portion was collected. The obtained portion was washed with ... Reported procedure: A mixture of the title compound of EXAMPLE 235 is treated with triphenylphosphine and carbon tetrabromide by the method of EXAMPLE 224 to generate the title material. The product is BrCCCC1C(CC(N1)=O)C (5-(3-bromopropyl)-4-methylpyrrolidin-2-one). RXN SMILES: O[CH2:2][CH2:3][CH2:4][CH:5]1[NH:9][C:8](=[O:10])[CH2:7][CH:6]1[CH3:11].C1(P(C2C=CC=CC=2)C2C=CC=CC=2)C=CC=CC=1.C(Br)(Br)(Br)[Br:32]>>[Br:32][CH2:2][CH2:3][CH2:4][CH:5]1[NH:9][C:8](=[O:10])[CH2:7][CH:6]1[CH3:11]. The reactants are OCCCC1C(CC(N1)=O)C (5-(3-hydroxypropyl)-4-methylpyrrolidin-2-one), title material, C1(=CC=CC=C1)P(C1=CC=CC=C1)C1=CC=CC=C1 (triphenylphosphine), C(Br)(Br)(Br)Br (carbon tetrabromide). The reactants are aminopropyl, N1CCOCC1 (Morpholine), CS(=O)(=O)OCCCCN1C(N(C=2N=C(N(C2C1=O)CC=C)Cl)CCCC)=O (4-[3-butyl-8-chloro-2,6-dioxo-7-(2-propen-1-yl)-2,3,6,7-tetrahydro-1H-purin-1-yl]butyl methanesulfonate), C(=O)([O-])[O-].[Cs+].[Cs+] (Cs2CO3), C1(=CC=CC=C1)N1NN=NC1=O (1-phenyl-1,2-dihydro-5H-tetrazol-5-one). The reagents and catalysts are C=1C=CC(=CC1)[P](C=2C=CC=CC2)(C=3C=CC=CC3)[Pd]([P](C=4C=CC=CC4)(C=5C=CC=CC5)C=6C=CC=CC6)([P](C=7C=CC=CC7)(C=8C=CC=CC8)C=9C=CC=CC9)[P](C=1C=CC=CC1)(C=1C=CC=CC1)C=1C=CC=CC1 (Pd(PPh3)4). Solvent: CO (MeOH), CN(C)C=O (DMF). Run at temperature 50 celsius, time 60 hour. Yields the product C(CCC)N1C(N(C(C=2NC(=NC12)Cl)=O)CCCCN1N=NN(C1=O)C1=CC=CC=C1)=O (3-Butyl-8-chloro-1-[4-(5-oxo-4-phenyl-4,5-dihydro-1H-tetrazol-1-yl)butyl]-3,7-dihydro-1H-purine-2,6-dione). Isolated yield 49.0%. As a reaction SMILES: CS(O[CH2:6][CH2:7][CH2:8][CH2:9][N:10]1[C:18](=[O:19])[C:17]2[N:16](CC=C)[C:15]([Cl:23])=[N:14][C:13]=2[N:12]([CH2:24][CH2:25][CH2:26][CH3:27])[C:11]1=[O:28])(=O)=O.C([O-])([O-])=O.[Cs+].[Cs+].[C:35]1([N:41]2[C:45](=[O:46])[N:44]=[N:43][NH:42]2)[CH:40]=[CH:39][CH:38]=[CH:37][CH:36]=1.N1CCOCC1>C1C=CC([P]([Pd]([P](C2C=CC=CC=2)(C2C=CC=CC=2)C2C=CC=CC=2)([P](C2C=CC=CC=2)(C2C=CC=CC=2)C2C=CC=CC=2)[P](C2C=CC=CC=2)(C2C=CC=CC=2)C2C=CC=CC=2)(C2C=CC=CC=2)C2C=CC=CC=2)=CC=1.CO.CN(C=O)C>[CH2:24]([N:12]1[C:13]2[N:14]=[C:15]([Cl:23])[NH:16][C:17]=2[C:18](=[O:19])[N:10]([CH2:9][CH2:8][CH2:7][CH2:6][N:44]2[C:45](=[O:46])[N:41]([C:35]3[CH:40]=[CH:39][CH:38]=[CH:37][CH:36]=3)[N:42]=[N:43]2)[C:11]1=[O:28])[CH2:25][CH2:26][CH3:27] |f:1.2.3,^1:56,58,77,96|. Procedure details: A mixture of 4-[3-butyl-8-chloro-2,6-dioxo-7-(2-propen-1-yl)-2,3,6,7-tetrahydro-1H-purin-1-yl]butyl methanesulfonate (50 mg, 0.12 mmol), Cs2CO3 (45 mg, 0.14 mmol) and DMF (3 ml) was treated with 1-phenyl-1,2-dihydro-5H-tetrazol-5-one (23 mg, 0.14 mmol) and stirred for 60 h at 50° C. After cooling, the mixture was degassed by applying a vacuum and then nitrogen was introduced. Pd(PPh3)4 (20 mg, 0.017 mmol) was added and the mixture degassed once more. Morpholine (150 μl, 1.7 mmol) was added and t... Starting materials: O=CN1CCC(CCCBr)CC1, CN(C)C=O, [H-], [Na+], c1c[nH]cn1. Product: O=CN1CCC(CCCn2ccnc2)CC1. RXN SMILES: [Br:8][CH2:9][CH2:10][CH2:11][CH:12]1[CH2:13][CH2:14][N:15]([CH:18]=[O:19])[CH2:16][CH2:17]1.[CH3:20][N:21]([CH3:22])[CH:23]=[O:24].[H-:7].[Na+:6].[nH:1]1[cH:2][n:3][cH:4][cH:5]1>>[n:1]1([CH2:9][CH2:10][CH2:11][CH:12]2[CH2:13][CH2:14][N:15]([CH:18]=[O:19])[CH2:16][CH2:17]2)[cH:2][n:3][cH:4][cH:5]1. Starting materials: O=C1C2=C(OC3=C(C1)C=CC=N3)C=CC(=C2)CC(=O)N ((5,6-dihydro-6-oxo benzo[b]pyrido-[3,2-f]oxepin-8-yl)-acetamide), O.NN (hydrazine hydrate), C(C)O (ethanol), C(C)O (ethanol), [OH-].[Na+] (sodium hydroxide). The solvent is C(COCCO)O (diethylene glycol), O (water). Conditions: temperature 100 celsius, time 20 minute. The product is N1=CC=CC=2CCC3=C(OC21)C=CC(=C3)CC(=O)O ((5,6-dihydrobenzo[b]pyrido[3,2-f]oxepin-8-yl)-acetic acid). The yield is 18.0%. Reaction SMILES: O=[C:2]1[CH2:8][C:7]2[CH:9]=[CH:10][CH:11]=[N:12][C:6]=2[O:5][C:4]2[CH:13]=[CH:14][C:15]([CH2:17][C:18](N)=[O:19])=[CH:16][C:3]1=2.O.NN.C([OH:26])C.[OH-].[Na+]>O.C(O)COCCO>[N:12]1[C:6]2[O:5][C:4]3[CH:13]=[CH:14][C:15]([CH2:17][C:18]([OH:19])=[O:26])=[CH:16][C:3]=3[CH2:2][CH2:8][C:7]=2[CH:9]=[CH:10][CH:11]=1 |f:1.2,4.5|. Reported procedure: A mixture of 20 mg of (5,6-dihydro-6-oxo benzo[b]pyrido-[3,2-f]oxepin-8-yl)-acetamide, 0.5 ml of hydrazine hydrate and 1.5 ml of ethanol was refluxed for 1 hour. The solvent and excess hydrazine hydrate were removed by distillation to obtain a residue, to which was added ethanol. Thereafter, the solvent was distilled off to obtain a yellow oil, to which were added 0.1 g of sodium hydroxide and 3 ml of dry diethylene glycol. The mixture was stirred at 100° C. for 20 minutes and then at 120° C. fo... Starting materials: CC(C)(C)[S@](=O)/N=C/1\CC[C@H]2CN(C[C@H]21)CC2=CC(=CC=C2)C(F)(F)F ((S,E)-2-methyl-N-((3aS,6aR)-2-(3-(trifluoromethyl)benzyl)hexahydrocyclopenta[c]pyrrol-4(5H)-ylidene)propane-2-sulfinamide), C(C1=CC=CC=C1)N1C[C@H]2[C@@H](C1)\C(\CC2)=N\[S@@](=O)C(C)(C)C ((S,E)-N-((3aS,6aR)-2-benzylhexahydrocyclopenta[c]pyrrol-4(5H)-ylidene)-2-methylpropane-2-sulfinamide). Product: FC(C=1C=C(CN2C[C@H]3[C@@H](C2)[C@@H](CC3)N)C=CC1)(F)F ((3 aS,4R,6aR)-2-(3-(trifluoromethyl)benzyl)octahydrocyclopenta[c]pyrrol-4-amine). Reaction SMILES: CC([S@@](/[N:7]=[C:8]1\[CH2:9][CH2:10][C@@H:11]2[C@H:15]\1[CH2:14][N:13]([CH2:16][C:17]1[CH:22]=[CH:21][CH:20]=[C:19]([C:23]([F:26])([F:25])[F:24])[CH:18]=1)[CH2:12]2)=O)(C)C.C(N1C[C@H]2/C(=N/[S@](C(C)(C)C)=O)/CC[C@H]2C1)C1C=CC=CC=1>>[F:25][C:23]([F:24])([F:26])[C:19]1[CH:18]=[C:17]([CH:22]=[CH:21][CH:20]=1)[CH2:16][N:13]1[CH2:14][C@H:15]2[C@H:8]([NH2:7])[CH2:9][CH2:10][C@H:11]2[CH2:12]1. Procedure: (3aS,4R,6aR)-2-(3-(Trifluoromethyl)benzyl)octahydrocyclopenta[c]pyrrol-4-amine was prepared according to the procedure described in Example 16 Steps A-E substituting (S,E)-2-methyl-N-((3aS,6aR)-2-(3-(trifluoromethyl)benzyl)hexahydrocyclopenta[c]pyrrol-4(5H)-ylidene)propane-2-sulfinamide from Step A in Example 152 for (S,E)-N-((3aS,6aR)-2-benzylhexahydrocyclopenta[c]pyrrol-4(5H)-ylidene)-2-methylpropane-2-sulfinamide in Step A-E of Example 16 to give (3 aS,4R,6aR)-2-(3-(trifluoromethyl)benzyl)oct... The reactants are ClC(=O)OC (Methyl chloroformate), [S-]C#N.[K+] (potassium thiocyanate), C1(=C(C=CC=C1)N)N (o-phenylenediamine). Run in C(C)#N (acetonitrile), C(C)#N (acetonitrile). Reaction conditions: time 2 hour. The product is COC(=O)NC(=S)NC1=C(C=CC=C1)N (1-methoxycarbonyl-3-(2-aminophenyl)-thiourea). Yield: 27.2%. RXN SMILES: Cl[C:2]([O:4][CH3:5])=[O:3].[S-:6][C:7]#[N:8].[K+].[C:10]1([NH2:17])[CH:15]=[CH:14][CH:13]=[CH:12][C:11]=1[NH2:16]>C(#N)C>[CH3:5][O:4][C:2]([NH:8][C:7]([NH:16][C:11]1[CH:12]=[CH:13][CH:14]=[CH:15][C:10]=1[NH2:17])=[S:6])=[O:3] |f:1.2|. Procedure: Methyl chloroformate (23.6 g; 0.25 mole) was added dropwise to a stirred suspension of potassium thiocyanate (24.2 g; 0.25 mole) in dry acetonitrile (100 ml). The temperature of the reaction mixture rose spontaneously to 50° C. and stirring was continued for two hours at 45° C. to 50° C. The reaction mixture was then filtered and the clear filtrate was added dropwise during fifteen minutes to a suspension of o-phenylenediamine (27 g; 0.25 mole) in dry acetonitrile (20 ml), the temperature during... Conditions: time 1 hour. As a reaction SMILES: C=O.[Na].O=[C:5]([CH:11]([C:17]1[CH:22]=[CH:21][CH:20]=[CH:19][CH:18]=1)[C:12]([O:14][CH2:15][CH3:16])=[O:13])C(OCC)=O.C([O-])([O-])=O.[K+].[K+]>O>[C:12]([O:14][CH2:15][CH3:16])(=[O:13])[C:11]([C:17]1[CH:18]=[CH:19][CH:20]=[CH:21][CH:22]=1)=[CH2:5] |f:1.2,3.4.5,^1:2|. Procedure: 225 ml of 37 weight percent aqueous formaldehyde solution are added dropwise with stirring to a solution of 316 g of diethyl 2-oxo-3-phenylsuccinate sodium salt and 560 ml of water. During the addition, the mixture is maintained at a temperature below 25° C. The mixture is stirred for one hour at room temperature and then 152 g of anhydrous K2CO3 are added in portions over a ten minute period, while the temperature is maintained below 25° C. The resultant mixture is vigorously stirred for 1.5 ho... Run in O (water), O (water). The reactants are [Na].O=C(C(=O)OCC)C(C(=O)OCC)C1=CC=CC=C1 (diethyl 2-oxo-3-phenylsuccinate sodium salt), C=O (formaldehyde), resultant mixture, C(=O)([O-])[O-].[K+].[K+] (K2CO3). The product is C(C(=C)C1=CC=CC=C1)(=O)OCC (Ethyl atropate).